Dataset: the Open Reaction Database (ORD), a public repository of structured organic reaction records. Task: describe an organic reaction: reactants, conditions, products, and yield The reactants are C(=O)(OC(C)(C)C)CC(CCN)O (BOC-4-amino-2-butanol), [N+](=O)([O-])C1=C(C=C(C=C1)F)O (2-nitro-5-fluorophenol). The product is FC=1C=CC(=C(OC(CNC(OC(C)(C)C)=O)CC)C1)[N+](=O)[O-] (tert-Butyl 2-(5-fluoro-2-nitrophenoxy)butylcarbamate). RXN SMILES: [C:1](CC(O)CCN)([O:3][C:4]([CH3:7])([CH3:6])[CH3:5])=[O:2].[N+:14]([C:17]1[CH:22]=[CH:21][C:20]([F:23])=[CH:19][C:18]=1[OH:24])([O-:16])=[O:15]>>[F:23][C:20]1[CH:21]=[CH:22][C:17]([N+:14]([O-:16])=[O:15])=[C:18]([CH:19]=1)[O:24][CH:18]([CH2:19][CH3:20])[CH2:17][NH:14][C:1](=[O:2])[O:3][C:4]([CH3:5])([CH3:6])[CH3:7]. Reported procedure: Prepared analogously to example I-1 using BOC-4-amino-2-butanol and 2-nitro-5-fluorophenol. Product: CC1(CO)NC(=O)N(c2ccc(Cl)c(C(F)(F)F)c2)C1=O. RXN SMILES: [Cl:1][c:2]1[c:3]([C:11]([F:12])([F:13])[F:14])[cH:4][c:5]([N:8]=[C:9]=[O:10])[cH:6][cH:7]1.[ClH:23].[NH2:15][C:16]([C:17](=[O:18])[OH:19])([CH2:20][OH:21])[CH3:22].[O:24]1[CH2:25][CH2:26][O:27][CH2:28][CH2:29]1>>[Cl:1][c:2]1[c:3]([C:11]([F:12])([F:13])[F:14])[cH:4][c:5]([N:8]2[C:9](=[O:10])[NH:15][C:16]([CH2:20][OH:21])([CH3:22])[C:17]2=[O:18])[cH:6][cH:7]1. The reactants are O=C=Nc1ccc(Cl)c(C(F)(F)F)c1, Cl, CC(N)(CO)C(=O)O, C1COCCO1. The reactants are C(#N)P(OCC)(OCC)=O (Diethyl cyanophosphonate), FC1=CC=C(C=C1)[C@@H]1N[C@@H](CCC1)C=C ((2R*,6S*)-2-(4-fluorophenyl)-6-vinylpiperidine), C(=C)CC(=O)O (vinylacetic acid), Cl (hydrochloric acid). Run in CN(C)C=O (DMF), C(C)N(CC)CC (triethylamine), C(C)(=O)OCC (Ethyl acetate). Conditions: time 6 hour. Yields the product FC1=CC=C(C=C1)[C@@H]1N([C@@H](CCC1)C=C)C(CC=C)=O (1-[(2R*,6S*)-2-(4-fluorophenyl)-6-vinylpiperidin-1-yl]-3-buten-1-one). Reaction SMILES: C(P(=O)(OCC)OCC)#N.[F:11][C:12]1[CH:17]=[CH:16][C:15]([C@H:18]2[CH2:23][CH2:22][CH2:21][C@@H:20]([CH:24]=[CH2:25])[NH:19]2)=[CH:14][CH:13]=1.[CH:26]([CH2:28][C:29](O)=[O:30])=[CH2:27].Cl>CN(C=O)C.C(OCC)(=O)C.C(N(CC)CC)C>[F:11][C:12]1[CH:13]=[CH:14][C:15]([C@H:18]2[CH2:23][CH2:22][CH2:21][C@@H:20]([CH:24]=[CH2:25])[N:19]2[C:29](=[O:30])[CH2:28][CH:26]=[CH2:27])=[CH:16][CH:17]=1. Procedure details: Diethyl cyanophosphonate (2.1 mL) was added to a solution of (2R*,6S*)-2-(4-fluorophenyl)-6-vinylpiperidine (934 mg), vinylacetic acid (1.15 mL), and triethylamine (3.82 mL) in DMF (10 mL), and the reaction solution was stirred at room temperature for six hours. Ethyl acetate and 1 N aqueous hydrochloric acid were added to the reaction solution, and the organic layer was separated. The resulting organic layer was washed with saturated sodium bicarbonate water, dried over magnesium sulfate, and t... The reactants are C(C1=CC=CC=C1)C=1N=NC2=C(C=CC=C2C1C=1C=C(C=CC1)N)Cl ([3-(3-benzyl-8-chlorocinnolin-4-yl)phenyl]amine), ClC1=C(C=O)C=CC=C1C(F)(F)F (2-chloro-3-trifluoromethylbenzaldehyde). Yields the product C(C1=CC=CC=C1)C=1N=NC2=C(C=CC=C2C1C=1C=C(C=CC1)NCC1=C(C(=CC=C1)C(F)(F)F)Cl)Cl ([3-(3-Benzyl-8-chlorocinnolin-4-yl)phenyl][2-chloro-3-(trifluoromethyl)benzyl]amine). RXN SMILES: [CH2:1]([C:8]1[N:9]=[N:10][C:11]2[C:16]([C:17]=1[C:18]1[CH:19]=[C:20]([NH2:24])[CH:21]=[CH:22][CH:23]=1)=[CH:15][CH:14]=[CH:13][C:12]=2[Cl:25])[C:2]1[CH:7]=[CH:6][CH:5]=[CH:4][CH:3]=1.[Cl:26][C:27]1[C:34]([C:35]([F:38])([F:37])[F:36])=[CH:33][CH:32]=[CH:31][C:28]=1[CH:29]=O>>[CH2:1]([C:8]1[N:9]=[N:10][C:11]2[C:16]([C:17]=1[C:18]1[CH:19]=[C:20]([NH:24][CH2:29][C:28]3[CH:31]=[CH:32][CH:33]=[C:34]([C:35]([F:36])([F:38])[F:37])[C:27]=3[Cl:26])[CH:21]=[CH:22][CH:23]=1)=[CH:15][CH:14]=[CH:13][C:12]=2[Cl:25])[C:2]1[CH:7]=[CH:6][CH:5]=[CH:4][CH:3]=1. Procedure: The title compound was prepared from [3-(3-benzyl-8-chlorocinnolin-4-yl)phenyl]amine and 2-chloro-3-trifluoromethylbenzaldehyde according to the procedure of Step 5 Example 6. MS (ESI) m/z 538. Starting materials: ClC1=CC=CC=2C(=C(SC21)S(=O)(=O)NC=2C=C(C(=O)O)C=CC2)C (3-{[(7-chloro-3-methyl-1-benzothien-2-yl)sulfonyl]amino}benzoic acid), CO (MeOH), C(=O)(N1C=NC=C1)N1C=NC=C1 (1,1′-carbonyldiimidazole). The product is ClC1=CC=CC=2C(=C(SC21)S(=O)(=O)NC=2C=C(C(=O)OC)C=CC2)C (Methyl 3-{[(7-chloro-3-methyl-1-benzothiophen-2-yl)sulfonyl]amino}benzoate). Yield: 74.0%. Reaction SMILES: [Cl:1][C:2]1[C:10]2[S:9][C:8]([S:11]([NH:14][C:15]3[CH:16]=[C:17]([CH:21]=[CH:22][CH:23]=3)[C:18]([OH:20])=[O:19])(=[O:13])=[O:12])=[C:7]([CH3:24])[C:6]=2[CH:5]=[CH:4][CH:3]=1.CO.[C:27](N1C=CN=C1)(N1C=CN=C1)=O>>[Cl:1][C:2]1[C:10]2[S:9][C:8]([S:11]([NH:14][C:15]3[CH:16]=[C:17]([CH:21]=[CH:22][CH:23]=3)[C:18]([O:20][CH3:27])=[O:19])(=[O:12])=[O:13])=[C:7]([CH3:24])[C:6]=2[CH:5]=[CH:4][CH:3]=1. Reported procedure: The product was prepared from 3-{[(7-chloro-3-methyl-1-benzothien-2-yl)sulfonyl]amino}benzoic acid (9.2 mg, 0.024 mmol) (Example 44) and MeOH (50 μL, 1.23 mmol) according to the General Procedure 8, described in Example 119, using a different amount of 1,1′-carbonyldiimidazole (10.0 mg, 0.0621 mmol). The title compound was obtained in 74% yield (7.0 mg). 1H NMR (500 MHz, CDCl3) δ ppm 2.46 (s, 3 H) 3.87 (s, 3 H) 6.79 (s, 1 H) 7.37 (dd, J=8.06, 7.70 Hz, 1 H) 7.41 (dd, J=8.06, 7.69 Hz, 1 H) 7.43 (d... The reactants are O=C([O-])O, CCOC(C)=O, CO, [Na+], O=C(O)C1CCC(O)CC1, O=S(=O)(O)O. Yields the product COC(=O)C1CCC(O)CC1. As a reaction SMILES: [C:22](=[O:23])([OH:24])[O-:25].[CH3:16][CH2:17][O:18][C:19](=[O:20])[CH3:21].[CH3:27][OH:28].[Na+:26].[OH:1][CH:2]1[CH2:3][CH2:4][CH:5]([C:8](=[O:9])[OH:10])[CH2:6][CH2:7]1.[S:11](=[O:12])(=[O:13])([OH:14])[OH:15]>>[OH:1][CH:2]1[CH2:3][CH2:4][CH:5]([C:8](=[O:9])[O:10][CH3:16])[CH2:6][CH2:7]1.